Dataset: the Open Reaction Database (ORD), a public repository of structured organic reaction records. Task: describe an organic reaction: reactants, conditions, products, and yield The reactants are C1(CCCCC1)[Mg]Cl (cyclohexylmagnesium chloride), C(C)OCC (diethylether), BrC1=CC=C(C=O)C=C1 (4-bromobenzaldehyde). Solvent: C1CCOC1 (THF). Conditions: time 1 hour. The product is BrC1=CC=C(C=C1)C(O)C1CCCCC1 ((4-Bromophenyl)(cyclohexyl)methanol). Reaction SMILES: [Br:1][C:2]1[CH:9]=[CH:8][C:5]([CH:6]=[O:7])=[CH:4][CH:3]=1.[CH:10]1([Mg]Cl)[CH2:15][CH2:14][CH2:13][CH2:12][CH2:11]1.C(OCC)C>C1COCC1>[Br:1][C:2]1[CH:9]=[CH:8][C:5]([CH:6]([CH:10]2[CH2:15][CH2:14][CH2:13][CH2:12][CH2:11]2)[OH:7])=[CH:4][CH:3]=1. Reported procedure: A solution of 4-bromobenzaldehyde (4.5 g, 24.32 mmol) in THF (40 ml) was immersed in an ice/methanol bath, followed by the dropwise addition of cyclohexylmagnesium chloride (2M) in diethylether (18.24 ml, 36.5 mmol) at −1° C. to +2° C. The reaction was allowed to warm up to room temperature and the reaction was stopped after 1 hr. The reaction mixture was quenched with saturated aqueous NH4Cl solution before dilution with ethyl acetate. The organic phase was separated and washed with brine. The ... The reactants are [OH-].[Na+] (Sodium hydroxide), Cl.CN(C)CC1C(C2=CC(=CC=C2CC1)OC)=O (2-(N,N-dimethylamino)methyl-7-methoxy-1-tetralone hydrochloride). Reaction conditions: time 12 hour. Product: Cl.CN(C)CC1CC2=CC(=CC=C2CC1)OC (2-(N,N-Dimethylamino)methyl-7-methoxytetralin Hydrochloride). The yield is 81.4%. As a reaction SMILES: [OH-].[Na+].[ClH:3].[CH3:4][N:5]([CH2:7][CH:8]1[CH2:17][CH2:16][C:15]2[C:10](=[CH:11][C:12]([O:18][CH3:19])=[CH:13][CH:14]=2)[C:9]1=O)[CH3:6]>>[ClH:3].[CH3:6][N:5]([CH2:7][CH:8]1[CH2:17][CH2:16][C:15]2[C:10](=[CH:11][C:12]([O:18][CH3:19])=[CH:13][CH:14]=2)[CH2:9]1)[CH3:4] |f:0.1,2.3,4.5|. Reported procedure: 1 N Sodium hydroxide was added to 2-(N,N-dimethylamino)methyl-7-methoxy-1-tetralone hydrochloride (8.46 g) to convert it into a free compound, which was extracted with ethyl acetate. The extract was dried, and then concentrated. Sodium borohydride (2.32 g) was added to a methanol solution (150 ml) of the resulting residue, with cooling with ice, which was then stirred at room temperature for 12 hours. Water was added to the reaction mixture, which was concentrated under reduced pressure, and the... Reactants: CCOC=1C=C(C=CC1[N+](=O)[O-])OC=2C=CC(=CC2Cl)C(F)(F)F (oxyfluorfen), C1=CC(=C(C=C1C(F)(F)F)Cl)OC=2C=CC(=C(C2)C(=O)O)[N+](=O)[O-] (acifluorfen), C1=CC(=C(C=C1C(F)(F)F)Cl)OC2=CC(=C(C=C2)[N+](=O)[O-])C(=O)[O-].[Na+] (acifluorfen-sodium), CC(C)OC=1C=C(C(=CC1Cl)Cl)N2C(=O)OC(=N2)C(C)(C)C (oxadiazon), ClC1=C(OC=2C=CC(=C(C(=O)O)C2)[N+](=O)[O-])C=CC(=C1)C(F)(F)F (5-[2-chloro-4-(trifluoromethyl)phenoxy]-2-nitrobenzoic acid), ethyl ester, O1N=NC=C1 (oxadiazol). Product: C1(=CC=CC=C1)OC1=CC=CC=C1 (diphenylether). RXN SMILES: [CH:1]1[C:6](C(F)(F)F)=[CH:5][C:4](Cl)=[C:3]([O:12][C:13]2[CH:14]=[CH:15][C:16]([N+]([O-])=O)=[C:17](C(O)=O)[CH:18]=2)[CH:2]=1.C1C(C(F)(F)F)=CC(Cl)=C(OC2C=CC([N+]([O-])=O)=C(C([O-])=O)C=2)C=1.[Na+].CCOC1C=C(OC2C=CC(C(F)(F)F)=CC=2Cl)C=CC=1[N+]([O-])=O.O1C=CN=N1.CC(OC1C=C(N2N=C(C(C)(C)C)OC2=O)C(Cl)=CC=1Cl)C>>[C:13]1([O:12][C:3]2[CH:2]=[CH:1][CH:6]=[CH:5][CH:4]=2)[CH:18]=[CH:17][CH:16]=[CH:15][CH:14]=1 |f:1.2|. Procedure: for instance, chloromethoxynil, biphenox, chloronitrophene (CNP), acifluorfen (i.e. 5-[2-chloro-4-(trifluoromethyl)phenoxy]-2-nitrobenzoic acid and the like) and it's ethyl ester, acifluorfen-sodium, oxyfluorfen (i.e. 2-chloro-1-(3-ethoxy-4-nitrophenoxy)-4-trifluoromethylbenzene), or oxadiazol (for instance, oxadiazon (i.e. 3-[2,4-dichloro-5-(1-methylethoxy)phenyl]-5-(1,1-dimethylethyl)-1,3,4-oxadiazol-2(3H)-one) and the like); The reactants are O=C1N(C(C2=CC=CC=C12)=O)C(CC(=O)O)C1=CC(=C(C=C1)OC)OCC (3-(1,3-dioxoisoindolin-2-yl)-3-(3-ethoxy-4-methoxyphenyl)propanoic acid), C(=O)(N1C=NC=C1)N1C=NC=C1 (carbonyidiimidazole), C(=O)NN (formic hydrazide). Run in O1CCCC1 (tetrahydrofuran). Conditions: time 2 hour. Product: O=C1N(C(C2=CC=CC=C12)=O)C(CC(=O)NN=C=O)C1=CC(=C(C=C1)OC)OCC (3-(1,3-dioxoisoindolin-2-yl)-N-carbonylamino-3-(3-ethoxy-4-methoxyphenyl)propanamide). The yield is 39.2%. As a reaction SMILES: [O:1]=[C:2]1[C:10]2[C:5](=[CH:6][CH:7]=[CH:8][CH:9]=2)[C:4](=[O:11])[N:3]1[CH:12]([C:17]1[CH:22]=[CH:21][C:20]([O:23][CH3:24])=[C:19]([O:25][CH2:26][CH3:27])[CH:18]=1)[CH2:13][C:14](O)=[O:15].C(N1C=CN=C1)(N1C=CN=C1)=O.[CH:40]([NH:42][NH2:43])=[O:41]>O1CCCC1>[O:11]=[C:4]1[C:5]2[C:10](=[CH:9][CH:8]=[CH:7][CH:6]=2)[C:2](=[O:1])[N:3]1[CH:12]([C:17]1[CH:22]=[CH:21][C:20]([O:23][CH3:24])=[C:19]([O:25][CH2:26][CH3:27])[CH:18]=1)[CH2:13][C:14]([NH:43][N:42]=[C:40]=[O:41])=[O:15]. Procedure details: A mixture of 3-(1,3-dioxoisoindolin-2-yl)-3-(3-ethoxy-4-methoxyphenyl)propanoic acid (3.0 g, 8.1 mmol) and carbonyidiimidazole (1.45 g, 8.94 mmol) in tetrahydrofuran (15 mL) was stirred at room temperature for 2 hours. To the solution was added formic hydrazide (644 mg, 10.7 mmol). The mixture was stirred for 18 hours. The resulting suspension was filtered and washed with ether. The isolated solid was stirred in a mixture of ethyl acetate (40 mL) and water (10 mL) for 1 hour. The suspension was ... Reactants: ClC1=NC(=C(C=C1)[N+](=O)[O-])CS(=O)(=O)C1=CC=CC=C1 (2-chloro-5-nitro-6-[(phenylsulfonyl)methyl]pyridine), C(C1=CC=CC=C1)N1CCNCC1 (1-benzylpiperazine), C(=O)([O-])[O-].[K+].[K+] (K2CO3). Reaction SMILES: Cl[C:2]1[CH:7]=[CH:6][C:5]([N+:8]([O-:10])=[O:9])=[C:4]([CH2:11][S:12]([C:15]2[CH:20]=[CH:19][CH:18]=[CH:17][CH:16]=2)(=[O:14])=[O:13])[N:3]=1.[CH2:21]([N:28]1[CH2:33][CH2:32][NH:31][CH2:30][CH2:29]1)[C:22]1[CH:27]=[CH:26][CH:25]=[CH:24][CH:23]=1.C([O-])([O-])=O.[K+].[K+]>C(O)C.O>[CH2:21]([N:28]1[CH2:33][CH2:32][N:31]([C:2]2[N:3]=[C:4]([CH2:11][S:12]([C:15]3[CH:20]=[CH:19][CH:18]=[CH:17][CH:16]=3)(=[O:14])=[O:13])[C:5]([N+:8]([O-:10])=[O:9])=[CH:6][CH:7]=2)[CH2:30][CH2:29]1)[C:22]1[CH:23]=[CH:24][CH:25]=[CH:26][CH:27]=1 |f:2.3.4|. Solvent: C(C)O (ethanol), O (water). Isolated yield 96.0%. Reported procedure: A stirred mixture of 2-chloro-5-nitro-6-[(phenylsulfonyl)methyl]pyridine (1.41 g, 4.50 mmol), 1-benzylpiperazine (0.873 g, 4.95 mmol), and K2CO3 (0.683 g, 4.95 mmol) in ethanol is heated at reflux temperature for 1.5 h, cooled, diluted with water and extracted with CH2Cl2. The extracts are combined, dried over MgSO4 and concentrated in vacuo. The resultant residue is chromatographed (silica gel, EtOAc as eluent) to afford the title compound as an orange-yellow solid, 1.96 g (96% yield), mp 175-1... Yields the product C(C1=CC=CC=C1)N1CCN(CC1)C1=CC=C(C(=N1)CS(=O)(=O)C1=CC=CC=C1)[N+](=O)[O-] (6-(4-Benzylpiperazin-1-yl)-3-nitro-2-[(phenylsulfonyl)methyl]-pyridine). Starting materials: CCOC(C)=O, CC1CCCO1, OCc1ccc(Cl)c(Br)c1, CI, [K+], [OH-]. The product is COCc1ccc(Cl)c(Br)c1. As a reaction SMILES: [CH3:15][CH2:16][O:17][C:18](=[O:19])[CH3:20].[CH3:21][CH:22]1[CH2:23][CH2:24][CH2:25][O:26]1.[Cl:1][c:2]1[c:3]([Br:10])[cH:4][c:5]([CH2:8][OH:9])[cH:6][cH:7]1.[I:13][CH3:14].[K+:12].[OH-:11]>>[Cl:1][c:2]1[c:3]([Br:10])[cH:4][c:5]([CH2:8][O:9][CH3:15])[cH:6][cH:7]1. The reactants are [Br-], O=C(O)CCC[P+](c1ccccc1)(c1ccccc1)c1ccccc1, C1CCOC1, CC(C)(C)[O-], COC(=O)c1cccc(F)c1OC, [K+]. Product: COc1c(F)cccc1C(=O)O. RXN SMILES: [Br-:7].[C:8]([CH2:9][CH2:10][CH2:11][P+:12]([c:13]1[cH:14][cH:15][cH:16][cH:17][cH:18]1)([c:19]1[cH:20][cH:21][cH:22][cH:23][cH:24]1)[c:25]1[cH:26][cH:27][cH:28][cH:29][cH:30]1)([OH:31])=[O:32].[CH2:46]1[O:47][CH2:48][CH2:49][CH2:50]1.[CH3:1][C:2]([CH3:3])([O-:4])[CH3:5].[F:33][c:34]1[c:35]([O:44][CH3:45])[c:36]([C:37](=[O:38])[O:39][CH3:40])[cH:41][cH:42][cH:43]1.[K+:6]>>[F:33][c:34]1[c:35]([O:44][CH3:45])[c:36]([C:37](=[O:38])[OH:39])[cH:41][cH:42][cH:43]1. Reactants: C(=O)(O)C/C=C/C=1C=C2C(=CN(C2=CC1)CCC)CC1=C(C=C(C(=O)OC)C=C1)OC (methyl E-4-[5-(3-carboxyprop-1-enyl)-1-propylindol-3-ylmethyl]-3-methoxybenzoate). Reagents/catalysts: [Pd] (Palladium on carbon). The solvent is C(C)(=O)OCC (ethyl acetate), O1CCCC1 (tetrahydrofuran). Conditions: time 6 hour. Product: C(=O)(O)CCCC=1C=C2C(=CN(C2=CC1)CCC)CC1=C(C=C(C(=O)OC)C=C1)OC (methyl 4-[5-(3-carboxypropyl)-1-propylindol-3-ylmethyl]-3-methoxybenzoate). Yield: 80.4%. RXN SMILES: [C:1]([CH2:4]/[CH:5]=[CH:6]/[C:7]1[CH:8]=[C:9]2[C:13](=[CH:14][CH:15]=1)[N:12]([CH2:16][CH2:17][CH3:18])[CH:11]=[C:10]2[CH2:19][C:20]1[CH:29]=[CH:28][C:23]([C:24]([O:26][CH3:27])=[O:25])=[CH:22][C:21]=1[O:30][CH3:31])([OH:3])=[O:2]>[Pd].C(OCC)(=O)C.O1CCCC1>[C:1]([CH2:4][CH2:5][CH2:6][C:7]1[CH:8]=[C:9]2[C:13](=[CH:14][CH:15]=1)[N:12]([CH2:16][CH2:17][CH3:18])[CH:11]=[C:10]2[CH2:19][C:20]1[CH:29]=[CH:28][C:23]([C:24]([O:26][CH3:27])=[O:25])=[CH:22][C:21]=1[O:30][CH3:31])([OH:3])=[O:2]. Procedure: Palladium on carbon (1.1 g, 10% w/w) was added to a solution of methyl E-4-[5-(3-carboxyprop-1-enyl)-1-propylindol-3-ylmethyl]-3-methoxybenzoate (10.8 g) in ethyl acetate (300 ml) and tetrahydrofuran (100 ml), and the mixture hydrogenated at atmospheric pressure for 6 hr. The catalyst was removed by filtration through diatomaceous earth, the filter cake washed with ethyl acetate, and the combined filtrate evaporated. The residue was stirred in 1:4 ethyl acetate:hexane (150 ml) and the product is...